Task: describe an organic reaction: reactants, conditions, products, and yield. Dataset: the Open Reaction Database (ORD), a public repository of structured organic reaction records Reactants: [OH-].[K+] (potassium hydroxide), ester, C(C)OC(C(C)(C)OC=1C=C2C(=C(N(C2=CC1)C)C)C1=C(C=CC=C1)OC)=O (2-[3-(2-methoxy-phenyl)-1,2-dimethyl-1H-indole-5-yloxy]-2-methyl-propanoic acid ethylester). Run in O (water), O (water), CO (methanol), petroleum ether. Product: COC1=C(C=CC=C1)C1=C(N(C2=CC=C(C=C12)OC(C(=O)O)(C)C)C)C (2-[3-(2-Methoxy-phenyl)-1,2-dimethyl-1H-indole-5-yloxy]-2-methyl-propanoic acid). Reaction SMILES: C([O:3][C:4](=[O:28])[C:5]([O:8][C:9]1[CH:10]=[C:11]2[C:15](=[CH:16][CH:17]=1)[N:14]([CH3:18])[C:13]([CH3:19])=[C:12]2[C:20]1[CH:25]=[CH:24][CH:23]=[CH:22][C:21]=1[O:26][CH3:27])([CH3:7])[CH3:6])C.[OH-].[K+]>CO.O>[CH3:27][O:26][C:21]1[CH:22]=[CH:23][CH:24]=[CH:25][C:20]=1[C:12]1[C:11]2[C:15](=[CH:16][CH:17]=[C:9]([O:8][C:5]([CH3:6])([CH3:7])[C:4]([OH:28])=[O:3])[CH:10]=2)[N:14]([CH3:18])[C:13]=1[CH3:19] |f:1.2|. Reported procedure: One gram (2.6 m mole) of 2-[3-(2-methoxy-phenyl)-1,2-dimethyl-1H-indole-5-yloxy]-2-methyl-propanoic acid ethylester was dissolved in 18 ml of methanol and mixed with a solution of 0.35 g of potassium hydroxide in 2 ml of water. Within three to four hours 6 ml of water were added dropwise at room temperature so slowly that no ester precipitated. After stirring of the mixture for two to three hours, the methanol was distilled off at the rotation evaporator. Subsequently 20 ml of water were added a...